From a dataset of the Open Reaction Database (ORD), a public repository of structured organic reaction records. describe an organic reaction: reactants, conditions, products, and yield The reactants are NC1=C2C(C(=CN(C2=CC(=C1OC)OC)C1CC1)C(=O)O)=O (5-amino-1-cyclopropyl-6,7-dimethoxy-4-oxo-1,4-dihydroquinoline-3-carboxylic acid), Cl (HCl), Cl (HCl), N(=O)[O-].[Na+] (sodium nitrite). The solvent is O (Water), O (water). Conditions: temperature 95 celsius, time 1 hour. The product is ClC1=C2C(C(=CN(C2=CC(=C1O)OC)C1CC1)C(=O)O)=O (5-chloro-1-cyclopropyl-6-hydroxy-7-methoxy-4-oxo-1,4-dihydroquinoline-3-carboxylic acid). Yield: 81.0%. As a reaction SMILES: N[C:2]1[C:11]([O:12]C)=[C:10]([O:14][CH3:15])[CH:9]=[C:8]2[C:3]=1[C:4](=[O:22])[C:5]([C:19]([OH:21])=[O:20])=[CH:6][N:7]2[CH:16]1[CH2:18][CH2:17]1.[ClH:23].N([O-])=O.[Na+]>O>[Cl:23][C:2]1[C:11]([OH:12])=[C:10]([O:14][CH3:15])[CH:9]=[C:8]2[C:3]=1[C:4](=[O:22])[C:5]([C:19]([OH:21])=[O:20])=[CH:6][N:7]2[CH:16]1[CH2:18][CH2:17]1 |f:2.3|. Reported procedure: To a pale brown suspension of 5-amino-1-cyclopropyl-6,7-dimethoxy-4-oxo-1,4-dihydroquinoline-3-carboxylic acid (9 g, 29.6 mmol) in con. HCl (60 mL) stirred at 0° C. was added dropwise a cold solution of sodium nitrite (2.143 g, 31.1 mmol) in Water (20.00 mL). Stirring continued at 0° C. for 1 h. LCMS indicated completion of reaction. HCl (80 mL, 2633 mmol) was added and the mixture was heated at 95° C. for 6 h. LCMS indicated completion of reaction. The reaction mixture was cooled down to rt and... Starting materials: FC=1C=C(C=CC1)C1=NN2C(C=C(C=C2)NC(=O)C2=C(C=NN2C)C(=O)O)=N1 (5-(2-(3-fluorophenyl)-[1,2,4]triazolo[1,5-a]pyridin-7-ylcarbamoyl)-1-methyl-1H-pyrazole-4-carboxylic acid), N1CCC1 (azetidine). Reaction SMILES: [F:1][C:2]1[CH:3]=[C:4]([C:8]2[N:28]=[C:11]3[CH:12]=[C:13]([NH:16][C:17]([C:19]4[N:23]([CH3:24])[N:22]=[CH:21][C:20]=4[C:25]([OH:27])=O)=[O:18])[CH:14]=[CH:15][N:10]3[N:9]=2)[CH:5]=[CH:6][CH:7]=1.[NH:29]1[CH2:32][CH2:31][CH2:30]1>>[F:1][C:2]1[CH:3]=[C:4]([C:8]2[N:28]=[C:11]3[CH:12]=[C:13]([NH:16][C:17]([C:19]4[N:23]([CH3:24])[N:22]=[CH:21][C:20]=4[C:25]([N:29]4[CH2:32][CH2:31][CH2:30]4)=[O:27])=[O:18])[CH:14]=[CH:15][N:10]3[N:9]=2)[CH:5]=[CH:6][CH:7]=1. Yield: 90.7%. Yields the product FC=1C=C(C=CC1)C1=NN2C(C=C(C=C2)NC(=O)C=2N(N=CC2C(=O)N2CCC2)C)=N1 (4-(azetidine-1-carbonyl)-2-methyl-2H-pyrazole-3-carboxylic acid [2-(3-fluoro-phenyl)-[1,2,4]triazolo[1,5-a]pyridin-7-yl]-amide). Procedure details: The product was prepared in the same manner as described in example 3 using 5-(2-(3-fluorophenyl)-[1,2,4]triazolo[1,5-a]pyridin-7-ylcarbamoyl)-1-methyl-1H-pyrazole-4-carboxylic acid (70 mg, 184 μmol) and azetidine (12.5 μl, 184 μmol) as starting materials. The reaction affords 4-(azetidine-1-carbonyl)-2-methyl-2H-pyrazole-3-carboxylic acid [2-(3-fluoro-phenyl)-[1,2,4]triazolo[1,5-a]pyridin-7-yl]-amide (70 mg, 90.7%) as white solid. mp.: 232-236° C., MS: m/z=420.0 (M+H+). Reactants: FC1=C(C=C(C=C1)C)NC(=O)[C@@H]1CC=2C(=NC=CC2)N1C([C@H](C(C)C)NC([C@H](C)N(C(OC(C)(C)C)=O)C)=O)=O (tert-butyl (S)-1-((S)-1-((S)-2-(2-fluoro-5-methylphenylcarbamoyl)-2,3-dihydro-1H-pyrrolo[2,3-b]pyridin-1-yl)-3-methyl-1-oxobutan-2-ylamino)-1-oxopropan-2-yl(methyl)carbamate), C(=O)(C(F)(F)F)O (TFA). Run in C(Cl)Cl (DCM). Reaction conditions: time 1 hour. Product: FC1=C(C=C(C=C1)C)NC(=O)[C@@H]1CC=2C(=NC=CC2)N1C([C@H](C(C)C)NC([C@H](C)NC)=O)=O ((S)-1-[(S)-3-Methyl-2-((S)-2-methylamino-propionylamino)-butyryl]-2,3-dihydro-1H-pyrrolo[2,3-b]pyridine-2-carboxylic acid (2-fluoro-5-methyl-phenyl)-amide). The yield is 92.1%. As a reaction SMILES: [F:1][C:2]1[CH:7]=[CH:6][C:5]([CH3:8])=[CH:4][C:3]=1[NH:9][C:10]([C@H:12]1[N:20]([C:21](=[O:40])[C@@H:22]([NH:26][C:27](=[O:39])[C@@H:28]([N:30](C)[C:31](=O)OC(C)(C)C)[CH3:29])[CH:23]([CH3:25])[CH3:24])[C:15]2=[N:16][CH:17]=[CH:18][CH:19]=[C:14]2[CH2:13]1)=[O:11].C(O)(C(F)(F)F)=O>C(Cl)Cl>[F:1][C:2]1[CH:7]=[CH:6][C:5]([CH3:8])=[CH:4][C:3]=1[NH:9][C:10]([C@H:12]1[N:20]([C:21](=[O:40])[C@@H:22]([NH:26][C:27](=[O:39])[C@@H:28]([NH:30][CH3:31])[CH3:29])[CH:23]([CH3:25])[CH3:24])[C:15]2=[N:16][CH:17]=[CH:18][CH:19]=[C:14]2[CH2:13]1)=[O:11]. Reported procedure: In a 50 mL round-bottomed flask, tert-butyl (S)-1-((S)-1-((S)-2-(2-fluoro-5-methylphenylcarbamoyl)-2,3-dihydro-1H-pyrrolo[2,3-b]pyridin-1-yl)-3-methyl-1-oxobutan-2-ylamino)-1-oxopropan-2-yl(methyl)carbamate (49 mg, 88.2 μmol, Eq: 1.00) was combined with DCM (3 mL) to give a colorless solution. TFA (1.00 mL, 13.0 mmol, Eq: 147) was added. The reaction was stirred at rt for 1 h and then concentrated in vacuo. The residue taken up in DCM, washed with saturated aqueous NaHCO3, dried over Na2SO4 and ... Starting materials: CCN=C=NCCCN(C)C, CN1CCOCC1, O=CN(CC(CC1CCCC1)C(=O)O)OC1CCCCO1, CSc1nc(Cl)c(F)c(NN)n1, CN(C)C=O, On1nnc2cccnc21. The product is CSc1nc(Cl)c(F)c(NNC(=O)C(CC2CCCC2)CN(C=O)OC2CCCCO2)n1. RXN SMILES: [CH3:44][CH2:45][N:46]=[C:47]=[N:48][CH2:49][CH2:50][CH2:51][N:52]([CH3:53])[CH3:54].[CH3:55][N:56]1[CH2:57][CH2:58][O:59][CH2:60][CH2:61]1.[CH:13]1([CH2:18][CH:19]([C:20](=[O:21])[OH:22])[CH2:23][N:24]([O:25][CH:26]2[O:27][CH2:28][CH2:29][CH2:30][CH2:31]2)[CH:32]=[O:33])[CH2:14][CH2:15][CH2:16][CH2:17]1.[Cl:1][c:2]1[n:3][c:4]([S:11][CH3:12])[n:5][c:6]([NH:9][NH2:10])[c:7]1[F:8].[O:62]=[CH:63][N:64]([CH3:65])[CH3:66].[OH:34][n:35]1[c:36]2[n:37][cH:38][cH:39][cH:40][c:41]2[n:42][n:43]1>>[Cl:1][c:2]1[n:3][c:4]([S:11][CH3:12])[n:5][c:6]([NH:9][NH:10][C:20]([CH:19]([CH2:18][CH:13]2[CH2:14][CH2:15][CH2:16][CH2:17]2)[CH2:23][N:24]([O:25][CH:26]2[O:27][CH2:28][CH2:29][CH2:30][CH2:31]2)[CH:32]=[O:33])=[O:21])[c:7]1[F:8]. The reactants are [OH-].[Na+] (Sodium hydroxide), S(=O)(=O)(OC)OC (dimethyl sulfate), NC1=C(C#N)C=C(C=C1)SC#N (2-amino-5-thiocyanobenzonitrile), [BH4-].[Na+] (sodium borohydride). Solvent: O (water), CO (methanol). Product: NC1=C(C#N)C=C(C=C1)SC (2-amino-5-methylthiobenzonitrile). Yield: 100.0%. RXN SMILES: [OH-].[Na+].[NH2:3][C:4]1[CH:11]=[CH:10][C:9]([S:12][C:13]#N)=[CH:8][C:5]=1[C:6]#[N:7].[BH4-].[Na+].S(OC)(OC)(=O)=O>O.CO>[NH2:3][C:4]1[CH:11]=[CH:10][C:9]([S:12][CH3:13])=[CH:8][C:5]=1[C:6]#[N:7] |f:0.1,3.4|. Procedure details: Sodium hydroxide (97%, 1.20 g (29.1 mmol)) was dissolved in a mixed solvent of water (4.0 ml) and methanol (20.0 ml). To this, 2-amino-5-thiocyanobenzonitrile (5.03 g (28.7 mmol) was added with stirring. To the resulting mixture, after 30 minutes' stirring under cooling with ice, sodium borohydride (90%, 0.60 g (14.3 mmol)) was added and further stirred for 30 minutes under cooling with ice. Then, dimethyl sulfate (95%, 3.0 ml (30.0 mmol)) was added dropwise. The resulting mixture was further st... The reactants are COC1=C(OCCN2CC(CC(C2)C)C)C=CC(=C1)[N+](=O)[O-] (1-[2-(2-methoxy-4-nitrophenoxy)ethyl]-3,5-dimethylpiperidine). The solvent is ClCCl.CO (dichloromethane methanol). Product: CC1CN(CC(C1)C)CCOC1=C(C=C(C=C1)N)OC (4-[2-(3,5-dimethylpiperidin-1-yl)ethoxy]-3-methoxyphenylamine). RXN SMILES: [CH3:1][O:2][C:3]1[CH:19]=[C:18]([N+:20]([O-])=O)[CH:17]=[CH:16][C:4]=1[O:5][CH2:6][CH2:7][N:8]1[CH2:13][CH:12]([CH3:14])[CH2:11][CH:10]([CH3:15])[CH2:9]1>ClCCl.CO>[CH3:14][CH:12]1[CH2:11][CH:10]([CH3:15])[CH2:9][N:8]([CH2:7][CH2:6][O:5][C:4]2[CH:16]=[CH:17][C:18]([NH2:20])=[CH:19][C:3]=2[O:2][CH3:1])[CH2:13]1 |f:1.2|. Procedure: Prepared analogously to Example 3.1.b. from 1-[2-(2-methoxy-4-nitrophenoxy)ethyl]-3,5-dimethylpiperidine. Yield: 0.35 g (96.9% of theory); C15H24N2O2 (M=264.37); calc.: molecular ion peak (M+H)+: 279; found: molecular ion peak (M+H)+: 279; Rf value: 0.3 (silica gel, dichloromethane/methanol (9:1)). Product: N=C(NO)c1cnc(N)nc1. Reactants: O=C([O-])[O-], CCO, Cl, [K+], [K+], NO, N#Cc1cnc(N)nc1. As a reaction SMILES: [C:13](=[O:14])([O-:15])[O-:16].[CH3:19][CH2:20][OH:21].[ClH:10].[K+:17].[K+:18].[NH2:11][OH:12].[NH2:1][c:2]1[n:3][cH:4][c:5]([C:8]#[N:9])[cH:6][n:7]1>>[NH2:1][c:2]1[n:3][cH:4][c:5]([C:8](=[NH:9])[NH:11][OH:12])[cH:6][n:7]1. Reactants: FC1=C(C=C(C=C1)I)[N+](=O)[O-] (1-fluoro-4-iodo-2-nitrobenzene), OCC1(CC1)CO (1-(hydroxymethyl)cyclopropylmethanol), C(=O)([O-])[O-].[K+].[K+] (K2CO3). Reaction SMILES: F[C:2]1[CH:7]=[CH:6][C:5]([I:8])=[CH:4][C:3]=1[N+:9]([O-:11])=[O:10].[OH:12][CH2:13][C:14]1([CH2:17][OH:18])[CH2:16][CH2:15]1.C([O-])([O-])=O.[K+].[K+]>CN(C=O)C>[I:8][C:5]1[CH:6]=[CH:7][C:2]([O:12][CH2:13][C:14]2([CH2:17][OH:18])[CH2:16][CH2:15]2)=[C:3]([N+:9]([O-:11])=[O:10])[CH:4]=1 |f:2.3.4|. Yields the product IC1=CC(=C(OCC2(CC2)CO)C=C1)[N+](=O)[O-] ((1-((4-iodo-2-nitrophenoxy)methyl)cyclopropyl)methanol). Conditions: temperature 50 celsius. Procedure details: A solution of 1-fluoro-4-iodo-2-nitrobenzene (2.50 g, 9.4 mmol) in DMF (30 mL) was treated with 1-(hydroxymethyl)cyclopropylmethanol (1.91 g, 19 mmol) and K2CO3 (2.6 g, 19 mmol) and the mixture was heated at 50° C. for 8 hours. TLC indicated complete consumption of the arylfluoride. The mixture was diluted with water and extracted with ethyl acetate. The combined organics were washed with brine, dried over sodium sulfate and concentrated by rotoevaporation. Purification by flash column chromatog... The solvent is CN(C)C=O (DMF). Isolated yield 70.4%. The reactants are CC(=O)C(=O)Cl, CC(C)C(N)C(=O)O[Si](C)(C)C, Cl. Product: CC(=O)C(=O)NC(C(=O)O[Si](C)(C)C)C(C)C. RXN SMILES: [C:1]([C:2](=[O:3])[CH3:4])(=[O:5])[Cl:6].[CH3:8][Si:9]([CH3:10])([CH3:11])[O:12][C:13]([CH:14]([NH2:15])[CH:16]([CH3:17])[CH3:18])=[O:19].[ClH:7]>>[C:1]([C:2](=[O:3])[CH3:4])(=[O:5])[NH:15][CH:14]([C:13]([O:12][Si:9]([CH3:8])([CH3:10])[CH3:11])=[O:19])[CH:16]([CH3:17])[CH3:18].